From a dataset of the Open Reaction Database (ORD), a public repository of structured organic reaction records. describe an organic reaction: reactants, conditions, products, and yield Starting materials: CC1=C(C=CC(=N1)N1C(OCC1)=O)[N+](=O)[O-] (3-(6-methyl-5-nitro-2-pyridinyl)-1,3-oxazolidin-2-one), CC1=C(C=CC(=N1)N1C(OCC1)=O)[N+](=O)[O-] (3-(6-methyl-5-nitro-2-pyridinyl)-1,3-oxazolidin-2-one). Reagents/catalysts: [Pd] (palladium on carbon). The product is NC=1C=CC(=NC1C)N1C(OCC1)=O (3-(5-amino-6-methyl-2-pyridinyl)-1,3-oxazolidin-2-one). Yield: 89.5%. As a reaction SMILES: [CH3:1][C:2]1[N:7]=[C:6]([N:8]2[CH2:12][CH2:11][O:10][C:9]2=[O:13])[CH:5]=[CH:4][C:3]=1[N+:14]([O-])=O>[Pd]>[NH2:14][C:3]1[CH:4]=[CH:5][C:6]([N:8]2[CH2:12][CH2:11][O:10][C:9]2=[O:13])=[N:7][C:2]=1[CH3:1]. Reported procedure: A solution of 3-(6-methyl-5-nitro-2-pyridinyl)-1,3-oxazolidin-2-one (which may be prepared, for example, according to Intermediate 3) (200 mg, 0.896 mmol) was stirred rapidly over 10% palladium on carbon (30 mg, 0.028 mmol) under an atmosphere of hydrogen at room temperature for 3 hours. The catalyst was then removed by filtration through a pad of celite. The filtrate was evaporated in vacuo to give the title compound (155 mg) as a white solid. LCMS (2 min, formic) Rt 0.38 min, m/z (ES+) 194 (M+... Starting materials: CCC(C)N, COc1c([N+](=O)[O-])cc(C(C)(C)C)cc1[N+](=O)[O-]. Product: CCC(C)Nc1c([N+](=O)[O-])cc(C(C)(C)C)cc1[N+](=O)[O-]. As a reaction SMILES: [CH:19]([CH3:20])([CH2:21][CH3:22])[NH2:23].[N+:1](=[O:2])([O-:3])[c:4]1[c:5]([O:17][CH3:18])[c:6]([N+:14](=[O:15])[O-:16])[cH:7][c:8]([C:10]([CH3:11])([CH3:12])[CH3:13])[cH:9]1>>[N+:1](=[O:2])([O-:3])[c:4]1[c:5]([NH:23][CH:19]([CH3:20])[CH2:21][CH3:22])[c:6]([N+:14](=[O:15])[O-:16])[cH:7][c:8]([C:10]([CH3:11])([CH3:12])[CH3:13])[cH:9]1. Reactants: O=C([O-])O, CO, Cl, [Fe], COC(=O)c1ccc(-c2cccc([N+](=O)[O-])c2)cc1, [Na+]. Product: COC(=O)c1ccc(-c2cccc(N)c2)cc1. Reaction SMILES: [C:21](=[O:22])([OH:23])[O-:24].[CH3:26][OH:27].[ClH:20].[Fe:28].[N+:1]([O-:2])(=[O:3])[c:4]1[cH:5][c:6](-[c:10]2[cH:11][cH:12][c:13]([C:14](=[O:15])[O:16][CH3:17])[cH:18][cH:19]2)[cH:7][cH:8][cH:9]1.[Na+:25]>>[NH2:1][c:4]1[cH:5][c:6](-[c:10]2[cH:11][cH:12][c:13]([C:14](=[O:15])[O:16][CH3:17])[cH:18][cH:19]2)[cH:7][cH:8][cH:9]1.